This data is from the Open Reaction Database (ORD), a public repository of structured organic reaction records. The task is: describe an organic reaction: reactants, conditions, products, and yield Reactants: C(C#C)(=O)OC (methyl propiolate), N (ammonia), FC1=C(CBr)C(=CC=C1)F (2,6-difluorobenzylbromide), [N-]=[N+]=[N-].[Na+] (sodium azide), [N-]=[N+]=[N-] (azide). Solvent: O (water). The product is FC1=C(C(=CC=C1)F)CN1N=NC(=C1)C(=O)N (1-[(2,6-Difluorophenyl)methyl]-1H-1,2,3-triazole-4-carboxamide). Reaction SMILES: [F:1][C:2]1[CH:9]=[CH:8][CH:7]=[C:6]([F:10])[C:3]=1[CH2:4]Br.[N-:11]=[N+:12]=[N-:13].[Na+].[N-]=[N+]=[N-].[C:18]([O:22]C)(=O)[C:19]#[CH:20].[NH3:24]>O>[F:1][C:2]1[CH:9]=[CH:8][CH:7]=[C:6]([F:10])[C:3]=1[CH2:4][N:11]1[CH:20]=[C:19]([C:18]([NH2:24])=[O:22])[N:13]=[N:12]1 |f:1.2|. Reported procedure: In a 250 ml round bottom flask, 2,6-difluorobenzylbromide (0.024 mol, 5 g), sodium azide (0.026 mol, 1.72 g) and water (50 ml) were added. The reaction mixture was heated to 70° C. to 75° C. for 30 hours and formation of the azide intermediate was monitored by thin layer chromatography (TLC). After the completion of reaction, the reaction contents were cooled to room temperature and then to this methyl propiolate (0.024 mol, 2.1 ml) was added dropwise, maintaining the contents at room temperatur... Reactants: CS(=O)(=O)Cl, CCOC(C)=O, Cl, NCCn1nnnc1Sc1ccc([N+](=O)[O-])cc1[N+](=O)[O-], c1ccncc1. Yields the product CS(=O)(=O)NCCn1nnnc1Sc1ccc([N+](=O)[O-])cc1[N+](=O)[O-]. RXN SMILES: [CH3:23][S:24]([Cl:25])(=[O:26])=[O:27].[CH3:28][CH2:29][O:30][C:31](=[O:32])[CH3:33].[ClH:1].[NH2:2][CH2:3][CH2:4][n:5]1[n:6][n:7][n:8][c:9]1[S:10][c:11]1[c:12]([N+:20](=[O:21])[O-:22])[cH:13][c:14]([N+:17](=[O:18])[O-:19])[cH:15][cH:16]1.[cH:34]1[cH:35][cH:36][n:37][cH:38][cH:39]1>>[NH:2]([CH2:3][CH2:4][n:5]1[n:6][n:7][n:8][c:9]1[S:10][c:11]1[c:12]([N+:20](=[O:21])[O-:22])[cH:13][c:14]([N+:17](=[O:18])[O-:19])[cH:15][cH:16]1)[S:24]([CH3:23])(=[O:26])=[O:27]. Starting materials: CCc1nc2c(c(C)c(C)n3nnnc23)n1CCOCCNC(=O)OC(C)(C)C, ClCCl, O=C(O)C(F)(F)F. Yields the product CCc1nc2c(c(C)c(C)n3nnnc23)n1CCOCCN. As a reaction SMILES: [CH2:8]([CH3:9])[c:10]1[n:11]([CH2:24][CH2:25][O:26][CH2:27][CH2:28][NH:29][C:30](=[O:31])[O:32][C:33]([CH3:34])([CH3:35])[CH3:36])[c:12]2[c:13]([c:14]3[n:15]([c:16]([CH3:19])[c:17]2[CH3:18])[n:20][n:21][n:22]3)[n:23]1.[Cl:37][CH2:38][Cl:39].[OH:1][C:2]([C:3]([F:4])([F:5])[F:6])=[O:7]>>[CH2:8]([CH3:9])[c:10]1[n:11]([CH2:24][CH2:25][O:26][CH2:27][CH2:28][NH2:29])[c:12]2[c:13]([c:14]3[n:15]([c:16]([CH3:19])[c:17]2[CH3:18])[n:20][n:21][n:22]3)[n:23]1. Reactants: O1CC1COC1=CC=C(C2=CC=CC=C12)Cl (1,2-epoxy-3-[4-chloro-(1-naphthoxy)]propane), CC(CC1=CC=C(C=C1)OC)(C)N (1,1-dimethyl-2-(4-methoxyphenyl)ethylamine). Product: Cl.OC(CNC(CC1=CC=C(C=C1)OC)(C)C)COC1=CC=C(C2=CC=CC=C12)Cl (N—[2-Hydroxy-3-(4-chloro-(1-naphthoxy))propyl]-1,1-dimethyl-2-(4-methoxyphenyl)ethylamine Hydrochloride). Isolated yield 43.4%. As a reaction SMILES: [O:1]1[CH:3]([CH2:4][O:5][C:6]2[C:15]3[C:10](=[CH:11][CH:12]=[CH:13][CH:14]=3)[C:9]([Cl:16])=[CH:8][CH:7]=2)[CH2:2]1.[CH3:17][C:18]([NH2:29])([CH3:28])[CH2:19][C:20]1[CH:25]=[CH:24][C:23]([O:26][CH3:27])=[CH:22][CH:21]=1>>[ClH:16].[OH:1][CH:3]([CH2:4][O:5][C:6]1[C:15]2[C:10](=[CH:11][CH:12]=[CH:13][CH:14]=2)[C:9]([Cl:16])=[CH:8][CH:7]=1)[CH2:2][NH:29][C:18]([CH3:28])([CH3:17])[CH2:19][C:20]1[CH:25]=[CH:24][C:23]([O:26][CH3:27])=[CH:22][CH:21]=1 |f:2.3|. Procedure details: Using the method of Example 5, supra, 1,2-epoxy-3-[4-chloro-(1-naphthoxy)]propane (469 mg, 2 mmol) and 1,1-dimethyl-2-(4-methoxyphenyl)ethylamine (120 mg, 0.67 mmol) yielded, after preparative TLC and RP-HPLC, 131 mg of the title compound as a white solid: GC/EI-MS, m/z (rel. int.) 414 (M+, 0.5), 398 (1), 292 (100), 121 (33), 71 (43).